This data is from the Open Reaction Database (ORD), a public repository of structured organic reaction records. The task is: describe an organic reaction: reactants, conditions, products, and yield The reactants are [O-]Cl.[Na+] (NaOCl), Corey lactone, C(CC(O)(C(=O)O)CC(=O)O)(=O)O (citric acid), C1(=CC=CC=C1)CCC(=O)CP(=O)(OC)OC (PhCH2CH2COCH2PO(OMe)2), [OH-].[Na+] (NaOH), C1[C@H]2[C@H](CC(=O)O2)[C@H]([C@@H]1OC(=O)C3=CC=C(C=C3)C4=CC=CC=C4)CO ((−)-Corey lactone 5-(4-phenylbenzoate)), [Na+].[Br-] (NaBr), C(=O)(O)[O-].[Na+] (NaHCO3), CC(C)O (IPA). Reagents/catalysts: CC1(CCCC(N1[O])(C)C)C (TEMPO). Run in C(Cl)Cl (CH2Cl2), C(Cl)Cl (CH2Cl2), O (water). Run at time 0.5 hour. Product: O=C(/C=C/[C@H]1[C@@H](C[C@@H]2OC(C[C@@H]21)=O)OC(C2=CC=C(C=C2)C2=CC=CC=C2)=O)CCC2=CC=CC=C2 ((3aR,4R,5R,6aS)-4-(3-oxo-5-phenyl-1E-pentenyl)-5-(4-phenylbenzoyloxy)-hexahydro-2H-cyclopenta[b]furan-2-one). Isolated yield 83.7%. RXN SMILES: [CH2:1]1[C@@H:9]([O:10][C:11]([C:13]2[CH:18]=[CH:17][C:16]([C:19]3[CH:24]=[CH:23][CH:22]=[CH:21][CH:20]=3)=[CH:15][CH:14]=2)=[O:12])[C@H:8]([CH2:25]O)[C@H:3]2[CH2:4][C:5]([O:7][C@@H:2]12)=[O:6].[Na+].[Br-].C([O-])(O)=O.[Na+].CC(O)C.[O-]Cl.[Na+].[C:41]1([CH2:47][CH2:48][C:49]([CH2:51]P(OC)(OC)=O)=[O:50])[CH:46]=[CH:45][CH:44]=[CH:43][CH:42]=1.[OH-].[Na+].C(O)(=O)CC(CC(O)=O)(C(O)=O)O>C(Cl)Cl.O.CC1(C)N([O])C(C)(C)CCC1>[O:50]=[C:49]([CH2:48][CH2:47][C:41]1[CH:42]=[CH:43][CH:44]=[CH:45][CH:46]=1)/[CH:51]=[CH:25]/[C@@H:8]1[C@@H:3]2[C@@H:2]([O:7][C:5](=[O:6])[CH2:4]2)[CH2:1][C@H:9]1[O:10][C:11](=[O:12])[C:13]1[CH:18]=[CH:17][C:16]([C:19]2[CH:24]=[CH:23][CH:22]=[CH:21][CH:20]=2)=[CH:15][CH:14]=1 |f:1.2,3.4,6.7,9.10,^1:80|. Procedure: A solution of (−)-Corey lactone 5-(4-phenylbenzoate) (17.6 g, 50.0 mmol) and TEMPO (0.16 g, 1.0 mmol) in CH2Cl2 (100 mL) was added to a solution of NaBr (0.5 g, 5.0 mmol), NaHCO3 (12.6 g, 150.0 mmol) and IPA (6.0 g, 100.0 mmol) in water (100 mL). 5% aq. NaOCl (about 150 mL) was added dropwise to the stirred mixture at −5 to 0° C. until disappearance of Corey lactone (TLC monitoring). The obtained mixture was stirred for 0.5 h at the same temperature. The aqueous layer was separated and extracted...